This data is from the Open Reaction Database (ORD), a public repository of structured organic reaction records. The task is: describe an organic reaction: reactants, conditions, products, and yield The reactants are ClC1=CC=C(C=C1)C=1SC(=C(N1)C1C(C\C(\C1=O)=C/C1CCOCC1)=O)C (2-[2-(4-Chloro-phenyl)-5-methyl-thiazol-4-yl]-4-[1-(tetrahydro-pyran-4-yl)-meth-(E)-ylidene]-cyclopentane-1,3-dione), [H][H] (hydrogen). Solvent: C(C)O (ethanol). Yields the product ClC1=CC=C(C=C1)C=1SC(=C(N1)C1C(CC(C1=O)CC1CCOCC1)=O)C (2-[2-(4-Chloro-phenyl)-5-methyl-thiazol-4-yl]-4-(tetrahydro-pyran-4-ylmethyl)-cyclopentane-1,3-dione). Reagents/catalysts: [Pd] (palladium on carbon). Reported procedure: To a solution of 2-[2-(4-Chloro-phenyl)-5-methyl-thiazol-4-yl]-4-[1-(tetrahydro-pyran-4-yl)-meth-(E)-ylidene]-cyclopentane-1,3-dione (130 mg, 0.32 mmol) in ethanol (2 ml) was added 5% palladium on carbon (13 mg), and the reaction stirred under an atmosphere hydrogen at a pressure of 2 bar for 4 hours. The crude reaction mixture was filtered through a pad of Celite and purified by preparative mass-directed HPLC to give 2-[2-(4-Chloro-phenyl)-5-methyl-thiazol-4-yl]-4-(tetrahydro-pyran-4-ylmethyl)-... RXN SMILES: [Cl:1][C:2]1[CH:7]=[CH:6][C:5]([C:8]2[S:9][C:10]([CH3:27])=[C:11]([CH:13]3[C:17](=[O:18])/[C:16](=[CH:19]/[CH:20]4[CH2:25][CH2:24][O:23][CH2:22][CH2:21]4)/[CH2:15][C:14]3=[O:26])[N:12]=2)=[CH:4][CH:3]=1.[H][H]>C(O)C.[Pd]>[Cl:1][C:2]1[CH:7]=[CH:6][C:5]([C:8]2[S:9][C:10]([CH3:27])=[C:11]([CH:13]3[C:17](=[O:18])[CH:16]([CH2:19][CH:20]4[CH2:25][CH2:24][O:23][CH2:22][CH2:21]4)[CH2:15][C:14]3=[O:26])[N:12]=2)=[CH:4][CH:3]=1. Isolated yield 23.2%. Starting materials: [N+](#[C-])CC(=O)OC(C)(C)C (tert-butyl isocyanoacetate), CC(C)([O-])C.[K+] (potassium tert-butoxide), CC(C)([O-])C.[K+] (Potassium tert-butoxide), FC1=C2N(CC(NC2=CC=C1)=O)C(=O)N1CCCC1 (5-Fluoro-1,2,3,4-tetrahydro-4-[(pyrrolidino)carbonyl]quinoxalin-2-one), C(C)OP(=O)(OCC)Cl (diethylchlorophosphate). The solvent is C1CCOC1 (THF). Run at time 30 minute. Product: FC1=C2N(CC=3N(C2=CC=C1)C=NC3C(=O)OC(C)(C)C)C(=O)N3CCCC3 (tert-Butyl 6-Fluoro-4,5-dihydro-5-[(pyrrolidino)carbonyl]imidazo[1,5-a]quinoxaline-3-carboxylate). As a reaction SMILES: CC(C)([O-])C.[K+].[F:7][C:8]1[CH:17]=[CH:16][CH:15]=[C:14]2[C:9]=1[N:10]([C:19]([N:21]1[CH2:25][CH2:24][CH2:23][CH2:22]1)=[O:20])[CH2:11][C:12](=O)[NH:13]2.C(OP(Cl)(OCC)=O)C.[N+:35]([CH2:37][C:38]([O:40][C:41]([CH3:44])([CH3:43])[CH3:42])=[O:39])#[C-:36]>C1COCC1>[F:7][C:8]1[CH:17]=[CH:16][CH:15]=[C:14]2[C:9]=1[N:10]([C:19]([N:21]1[CH2:25][CH2:24][CH2:23][CH2:22]1)=[O:20])[CH2:11][C:12]1[N:13]2[CH:36]=[N:35][C:37]=1[C:38]([O:40][C:41]([CH3:44])([CH3:43])[CH3:42])=[O:39] |f:0.1|. Reported procedure: Potassium tert-butoxide (1M, 3.8 ml) is added to 5-fluoro-1,2,3,4-tetrahydro-4-[(pyrrolidino)carbonyl]quinoxalin-2-one (XXXII, EXAMPLE 29, 0.908 g) at 0° in THF (20 ml). The mixture is stirred for 30 min and then diethylchlorophosphate (0.55 ml) is added. The reaction is stirred for 1 hr at 0°, then cooled at -78°. tert-butyl isocyanoacetate (0.58 g) is added, followed by potassium tert-butoxide (1M, 4.14 ml). The reaction is stirred at -78° for 4 hr, then allowed to warm to 20°-25° over 1 hr. T... Starting materials: NC1=CC(=C(OC2=C(C=NC=C2)C#CC2=CCC(CC2)NC(OC(C)(C)C)=O)C=C1)F (tert-butyl 4-(2-(4-(4-amino-2-fluorophenoxy)pyridin-3-yl)ethynyl)cyclohex-3-enylcarbamate), solution, FC1=CC=C(C=C1)CC(=O)N=C=O (2-(4-fluorophenyl)acetyl isocyanate), COC1=CC=C(CNC2=CC(=NC=N2)OC2=C(C=C(C=C2)NC(=O)NC(CC2=CC=C(C=C2)F)=O)F)C=C1 (1-(4-(6-(4-Methoxybenzylamino)pyrimidin-4-yloxy)-3-fluorophenyl)-3-(2-(4-fluorophenyl)acetyl)urea), COC1=CC=C(CNC2=CC(=NC=N2)OC2=C(C=C(C=C2)NC(=O)NC(CC2=CC=C(C=C2)F)=O)F)C=C1 (1-(4-(6-(4-Methoxybenzylamino)pyrimidin-4-yloxy)-3-fluorophenyl)-3-(2-(4-fluorophenyl)acetyl)urea). Run in C(Cl)Cl (CH2Cl2). Run at time 1 hour. Product: FC1=C(OC2=C(C=NC=C2)C#CC2=CCC(CC2)NC(OC(C)(C)C)=O)C=CC(=C1)NC(=O)NC(CC1=CC=C(C=C1)F)=O (tert-Butyl 4-(2-(4-(2-fluoro-4-(3-(2-(4-fluorophenyl)acetyl)ureido)phenoxy)pyridin-3-yl)ethynyl)cyclohex-3-enylcarbamate). Isolated yield 69.0%. As a reaction SMILES: [NH2:1][C:2]1[CH:30]=[CH:29][C:5]([O:6][C:7]2[CH:12]=[CH:11][N:10]=[CH:9][C:8]=2[C:13]#[C:14][C:15]2[CH2:20][CH2:19][CH:18]([NH:21][C:22](=[O:28])[O:23][C:24]([CH3:27])([CH3:26])[CH3:25])[CH2:17][CH:16]=2)=[C:4]([F:31])[CH:3]=1.[F:32][C:33]1[CH:38]=[CH:37][C:36]([CH2:39][C:40]([N:42]=[C:43]=[O:44])=[O:41])=[CH:35][CH:34]=1.COC1C=CC(CNC2N=CN=C(OC3C=CC(NC(NC(=O)CC4C=CC(F)=CC=4)=O)=CC=3F)C=2)=CC=1>C(Cl)Cl>[F:31][C:4]1[CH:3]=[C:2]([NH:1][C:43]([NH:42][C:40](=[O:41])[CH2:39][C:36]2[CH:37]=[CH:38][C:33]([F:32])=[CH:34][CH:35]=2)=[O:44])[CH:30]=[CH:29][C:5]=1[O:6][C:7]1[CH:12]=[CH:11][N:10]=[CH:9][C:8]=1[C:13]#[C:14][C:15]1[CH2:20][CH2:19][CH:18]([NH:21][C:22](=[O:28])[O:23][C:24]([CH3:25])([CH3:26])[CH3:27])[CH2:17][CH:16]=1. Reported procedure: A solution of tert-butyl 4-(2-(4-(4-amino-2-fluorophenoxy)pyridin-3-yl)ethynyl)cyclohex-3-enylcarbamate (50 mg, 0.12 mmol) in dry CH2Cl2 (2 mL) was treated with a 0.3 M solution of 2-(4-fluorophenyl)acetyl isocyanate in toluene (Compound D of Example 11, 0.8 mL, 0.24 mmol) and the mixture stirred at rt for 1 h. The solvents were evaporated under vacuum and the residue purified by flash chromatography on silica gel eluting with 10-60% EtOAc/hexanes to give the title compound (50 mg, 69%) as a whi... Reactants: IC1=CC=C(C=C1)I (1,4-diiodobenzene), OC1=NC=CC=C1 (2-hydroxypyridine). The product is IC1=CC=C(C=C1)N1C(C=CC=C1)=O (1-(4-iodo-phenyl)-1H-pyridin-2-one). As a reaction SMILES: I[C:2]1[CH:7]=[CH:6][C:5]([I:8])=[CH:4][CH:3]=1.[OH:9][C:10]1[CH:15]=[CH:14][CH:13]=[CH:12][N:11]=1>>[I:8][C:5]1[CH:6]=[CH:7][C:2]([N:11]2[CH:12]=[CH:13][CH:14]=[CH:15][C:10]2=[O:9])=[CH:3][CH:4]=1. Procedure: 74.1 Using the method described in example 73.1, 1,4-diiodobenzene was reacted with 2-hydroxypyridine to give 1-(4-iodo-phenyl)-1H-pyridin-2-one. Pale yellow solid. MS: 298.1 (M+H)+ Reactants: CO, COC(=O)c1ccc([N+](=O)[O-])c(C(=O)Nc2ccc(Cl)cc2)c1, N. Product: NC(=O)c1ccc([N+](=O)[O-])c(C(=O)Nc2ccc(Cl)cc2)c1. As a reaction SMILES: [CH3:25][OH:26].[Cl:1][c:2]1[cH:3][cH:4][c:5]([NH:8][C:9]([c:10]2[cH:11][c:12]([C:13](=[O:14])[O:15][CH3:16])[cH:17][cH:18][c:19]2[N+:20](=[O:21])[O-:22])=[O:23])[cH:6][cH:7]1.[NH3:24]>>[Cl:1][c:2]1[cH:3][cH:4][c:5]([NH:8][C:9]([c:10]2[cH:11][c:12]([C:13](=[O:14])[NH2:24])[cH:17][cH:18][c:19]2[N+:20](=[O:21])[O-:22])=[O:23])[cH:6][cH:7]1.